describe an organic reaction: reactants, conditions, products, and yield From a dataset of the Open Reaction Database (ORD), a public repository of structured organic reaction records. Reactants: ClC1=C(OCC(=O)O)C=CC(=C1)C(F)(F)F ((2-chloro-4-trifluoromethyl-phenoxy)-acetic acid), NC1=CC=C(C=C1)NC(CN(C)C)=O (N-(4-amino-phenyl)-2-dimethylamino-acetamide). Product: ClC1=C(OCC(=O)NC2=CC=C(C=C2)NC(CN(C)C)=O)C=CC(=C1)C(F)(F)F (2-(2-chloro-4-trifluoromethyl-phenoxy)-N-[4-(2-dimethylamino-acetylamino)-phenyl]-acetamide). Reaction SMILES: [Cl:1][C:2]1[CH:12]=[C:11]([C:13]([F:16])([F:15])[F:14])[CH:10]=[CH:9][C:3]=1[O:4][CH2:5][C:6]([OH:8])=O.[NH2:17][C:18]1[CH:23]=[CH:22][C:21]([NH:24][C:25](=[O:30])[CH2:26][N:27]([CH3:29])[CH3:28])=[CH:20][CH:19]=1>>[Cl:1][C:2]1[CH:12]=[C:11]([C:13]([F:16])([F:15])[F:14])[CH:10]=[CH:9][C:3]=1[O:4][CH2:5][C:6]([NH:17][C:18]1[CH:23]=[CH:22][C:21]([NH:24][C:25](=[O:30])[CH2:26][N:27]([CH3:28])[CH3:29])=[CH:20][CH:19]=1)=[O:8]. Procedure details: Prepared analogously to Example 143 starting from (2-chloro-4-trifluoromethyl-phenoxy)-acetic acid (Z2b) and N-(4-amino-phenyl)-2-dimethylamino-acetamide. Conditions: temperature 110 celsius, time 11 hour. Yields the product N=1N=CN2C1C=CC(=C2)C(C(C(=O)O)(C)C)C2=CC=CC=C2 (3-([1,2,4]triazolo[4,3-a]pyridin-6-yl)-2,2-dimethyl-3-phenylpropanoic acid). RXN SMILES: Cl[C:2]1[N:7]=[CH:6][C:5]([CH:8]([C:15]2[CH:20]=[CH:19][CH:18]=[CH:17][CH:16]=2)[C:9]([CH3:14])([CH3:13])[C:10]([OH:12])=[O:11])=[CH:4][CH:3]=1.[C:21](=O)([O-])[O-].[K+].[K+].[NH2:27][NH2:28].C(O)(C(F)(F)F)=O>>[N:27]1[N:28]=[CH:21][N:7]2[CH:6]=[C:5]([CH:8]([C:15]3[CH:20]=[CH:19][CH:18]=[CH:17][CH:16]=3)[C:9]([CH3:14])([CH3:13])[C:10]([OH:12])=[O:11])[CH:4]=[CH:3][C:2]=12 |f:1.2.3|. Isolated yield 81.0%. Reported procedure: A mixture of 3-(6-chloropyridin-3-yl)-2,2-dimethyl-3-phenylpropanoic acid (28 mg, 0.10 mmol), potassium carbonate (8 mg), and hydrazine (0.5 mL) was stirred at 110° C. for 11 hr under argon and then concentrated. The residue was mixed with formic acid (1 mL). The mixture was stirred at 100° C. for 2 hr and 120° C. for 1 hr. Concentration and purification using reverse phase HPLC (YMC S5 20×100 mm, 10 min. run, solvent A: 10% MeOH: 90% H2O: 0.1% TFA, solvent B: 90% MeOH, 10% H2O, 0.1% TFA) gave 3... Reactants: ClC1=CC=C(C=N1)C(C(C(=O)O)(C)C)C1=CC=CC=C1 (3-(6-chloropyridin-3-yl)-2,2-dimethyl-3-phenylpropanoic acid), C([O-])([O-])=O.[K+].[K+] (potassium carbonate), NN (hydrazine), C(=O)(C(F)(F)F)O (TFA). The reactants are C(=O)[O-] (formate), C(CCC)=O (n-butyraldehyde), C=O (formaldehyde). Yields the product C(O)C(CC)(CO)CO (trimethylolpropane), C(=O)[O-] (formate). As a reaction SMILES: [CH:1]([O-:3])=[O:2].[CH:4](=[O:8])[CH2:5][CH2:6][CH3:7].[CH2:9]=[O:10]>>[CH2:4]([C:5]([CH2:1][OH:3])([CH2:9][OH:10])[CH2:6][CH3:7])[OH:8].[CH:1]([O-:3])=[O:2]. Reported procedure: In the process of the invention, n-butyraldehyde is firstly reacted with formaldehyde in the presence of a base. This reaction can be carried out in one or more stages. In the single-stage variant, the starting materials are reacted directly to form trimethylolpropane and a formate salt. In a two-stage variant, n-butyraldehyde and formaldehyde are firstly reacted in the presence of catalytic amounts of base to form 2,2-dimethylolbutanal, purification or separation steps are carried out if desire... RXN SMILES: [CH3:19][N:20]([CH3:21])[CH:22]=[O:23].[NH2:1][c:2]1[n:3][nH:4][cH:5][cH:6]1.[O:7]=[C:8]1[O:9][C:10](=[O:11])[c:12]2[cH:13][cH:14][cH:15][cH:16][c:17]21.[OH2:18]>>[N:1]1([c:2]2[n:3][nH:4][cH:5][cH:6]2)[C:8](=[O:7])[c:17]2[c:12]([cH:13][cH:14][cH:15][cH:16]2)[C:10]1=[O:9]. Yields the product O=C1c2ccccc2C(=O)N1c1cc[nH]n1. Starting materials: CN(C)C=O, Nc1cc[nH]n1, O=C1OC(=O)c2ccccc21, O. Reactants: C(C)OC(CCCCCCCCCCBr)=O (11-bromoundecanoic acid-ethyl ester), C(C1=CC=CC=C1)O[C@H]1C(O)O[C@@H]([C@H]([C@@H]1OCC1=CC=CC=C1)OCC1=CC=CC=C1)COCC1=CC=CC=C1 (2,3,4,6-tetra-O-benzyl-glucopyranose), COC(C)(C)C (methyl-tert-butyl ether), C1CC2=NCCCN2C1 (DBN). The reagents and catalysts are [Cl-].C[N+](C)(C)C (tetramethylammonium chloride). Solvent: C1=CC=CC=C1 (benzene), C(C)OCOCC (diethoxymethane). Run at temperature 0 celsius. The product is C(C1=CC=CC=C1)O[C@H]1C(OCC(=O)O)O[C@@H]([C@H]([C@@H]1OCC1=CC=CC=C1)OCC1=CC=CC=C1)COCC1=CC=CC=C1 (2,3,4,6-Tetra-O-benzyl-1-O-carboxymethyl-glucopyranose). As a reaction SMILES: [CH2:1]([O:8][C@@H:9]1[C@@H:15]([O:16][CH2:17][C:18]2[CH:23]=[CH:22][CH:21]=[CH:20][CH:19]=2)[C@H:14]([O:24][CH2:25][C:26]2[CH:31]=[CH:30][CH:29]=[CH:28][CH:27]=2)[C@@H:13]([CH2:32][O:33][CH2:34][C:35]2[CH:40]=[CH:39][CH:38]=[CH:37][CH:36]=2)[O:12][CH:10]1[OH:11])[C:2]1[CH:7]=[CH:6][CH:5]=[CH:4][CH:3]=1.C1CN2C(=NCCC2)C1.C([O:52][C:53](=[O:65])[CH2:54]CCCCCCCCCBr)C.COC(C)(C)C>[Cl-].C[N+](C)(C)C.C(OCOCC)C.C1C=CC=CC=1>[CH2:1]([O:8][C@@H:9]1[C@@H:15]([O:16][CH2:17][C:18]2[CH:23]=[CH:22][CH:21]=[CH:20][CH:19]=2)[C@H:14]([O:24][CH2:25][C:26]2[CH:27]=[CH:28][CH:29]=[CH:30][CH:31]=2)[C@@H:13]([CH2:32][O:33][CH2:34][C:35]2[CH:36]=[CH:37][CH:38]=[CH:39][CH:40]=2)[O:12][CH:10]1[O:11][CH2:54][C:53]([OH:65])=[O:52])[C:2]1[CH:3]=[CH:4][CH:5]=[CH:6][CH:7]=1 |f:4.5|. Reported procedure: A mixture that consists of 54.1 g (100 mmol) of 2,3,4,6-tetra-O-benzyl-glucopyranose, 0.55 g (5 mmol) of tetramethylammonium chloride and 12.42 g (100 mmol) of DBN in 350 ml of diethoxymethane is cooled to 0° C. At 0° C., 44 g (150 mmol) of 11-bromoundecanoic acid-ethyl ester, dissolved in 50 ml of benzene, is added in drops over 30 minutes while being stirred vigorously. It is stirred for two hours at 20° C. 250 ml of methyl-tert-butyl ether is added, solid is filtered out, and the filtrate is ... Starting materials: CC(NC(=O)C(C)(C)Oc1ccc(C(F)(F)F)cn1)C(Cc1ccc(Cl)cc1)c1cc(F)cc(Br)c1, N#C[Na], C1COCCOCCOCCOCCOCCO1, C1COCCO1, c1ccc(P(c2ccccc2)(c2ccccc2)[Pd](P(c2ccccc2)(c2ccccc2)c2ccccc2)(P(c2ccccc2)(c2ccccc2)c2ccccc2)P(c2ccccc2)(c2ccccc2)c2ccccc2)cc1. Yields the product CC(NC(=O)C(C)(C)Oc1ccc(C(F)(F)F)cn1)C(Cc1ccc(Cl)cc1)c1cc(F)cc(C#N)c1. As a reaction SMILES: [Br:1][c:2]1[cH:3][c:4]([CH:9]([CH:10]([CH3:11])[NH:12][C:13]([C:14]([CH3:15])([CH3:16])[O:17][c:18]2[n:19][cH:20][c:21]([C:24]([F:25])([F:26])[F:27])[cH:22][cH:23]2)=[O:28])[CH2:29][c:30]2[cH:31][cH:32][c:33]([Cl:36])[cH:34][cH:35]2)[cH:5][c:6]([F:8])[cH:7]1.[Na:37][C:38]#[N:39].[O:40]1[CH2:41][CH2:42][O:43][CH2:44][CH2:45][O:46][CH2:47][CH2:48][O:49][CH2:50][CH2:51][O:52][CH2:53][CH2:54][O:55][CH2:56][CH2:57]1.[O:58]1[CH2:59][CH2:60][O:61][CH2:62][CH2:63]1.[cH:64]1[cH:65][cH:66][c:67]([P:68]([Pd:69]([P:70]([c:71]2[cH:72][cH:73][cH:74][cH:75][cH:76]2)([c:77]2[cH:78][cH:79][cH:80][cH:81][cH:82]2)[c:83]2[cH:84][cH:85][cH:86][cH:87][cH:88]2)([P:89]([c:90]2[cH:91][cH:92][cH:93][cH:94][cH:95]2)([c:96]2[cH:97][cH:98][cH:99][cH:100][cH:101]2)[c:102]2[cH:103][cH:104][cH:105][cH:106][cH:107]2)[P:108]([c:109]2[cH:110][cH:111][cH:112][cH:113][cH:114]2)([c:115]2[cH:116][cH:117][cH:118][cH:119][cH:120]2)[c:121]2[cH:122][cH:123][cH:124][cH:125][cH:126]2)([c:127]2[cH:128][cH:129][cH:130][cH:131][cH:132]2)[c:133]2[cH:134][cH:135][cH:136][cH:137][cH:138]2)[cH:139][cH:140]1>>[c:2]1([C:38]#[N:39])[cH:3][c:4]([CH:9]([CH:10]([CH3:11])[NH:12][C:13]([C:14]([CH3:15])([CH3:16])[O:17][c:18]2[n:19][cH:20][c:21]([C:24]([F:25])([F:26])[F:27])[cH:22][cH:23]2)=[O:28])[CH2:29][c:30]2[cH:31][cH:32][c:33]([Cl:36])[cH:34][cH:35]2)[cH:5][c:6]([F:8])[cH:7]1. Reactants: COC(=O)CCSc1cnc(Nc2nc(C3CCN(C(=O)OC(C)(C)C)CC3)ns2)c(Oc2ccccc2)c1, CC(C)(C)[O-], CS(C)=O, [Cl-], Clc1ccnc2ccsc12, [K+], [NH4+]. Product: CC(C)(C)OC(=O)N1CCC(c2nsc(Nc3ncc(Sc4ccnc5ccsc45)cc3Oc3ccccc3)n2)CC1. RXN SMILES: [CH3:1][O:2][C:3](=[O:4])[CH2:5][CH2:39][S:6][c:7]1[cH:8][c:9]([O:32][c:33]2[cH:34][cH:35][cH:36][cH:37][cH:38]2)[c:10]([NH:13][c:14]2[n:15][c:16]([CH:19]3[CH2:20][CH2:21][N:22]([C:25](=[O:26])[O:27][C:28]([CH3:29])([CH3:30])[CH3:31])[CH2:23][CH2:24]3)[n:17][s:18]2)[n:11][cH:12]1.[CH3:50][C:51]([O-:52])([CH3:53])[CH3:54].[CH3:58][S:59]([CH3:60])=[O:61].[Cl-:56].[Cl:40][c:41]1[c:42]2[c:43]([n:44][cH:45][cH:46]1)[cH:47][cH:48][s:49]2.[K+:55].[NH4+:57]>>[S:6]([c:7]1[cH:8][c:9]([O:32][c:33]2[cH:34][cH:35][cH:36][cH:37][cH:38]2)[c:10]([NH:13][c:14]2[n:15][c:16]([CH:19]3[CH2:20][CH2:21][N:22]([C:25](=[O:26])[O:27][C:28]([CH3:29])([CH3:30])[CH3:31])[CH2:23][CH2:24]3)[n:17][s:18]2)[n:11][cH:12]1)[c:41]1[c:42]2[c:43]([n:44][cH:45][cH:46]1)[cH:47][cH:48][s:49]2. Starting materials: CCOC(C)=O, CN(C)C=O, O=C(Nc1ccc(Cl)c(C(F)(F)F)c1)C(Cl)(Cl)Cl, C1CCC2=NCCCN2CC1, CNC(=O)c1cc(Oc2ccc(N)cc2)ccn1. The product is CNC(=O)c1cc(Oc2ccc(NC(=O)Nc3ccc(Cl)c(C(F)(F)F)c3)cc2)ccn1. Reaction SMILES: [CH3:53][CH2:54][O:55][C:56](=[O:57])[CH3:58].[CH:48]([N:49]([CH3:50])[CH3:51])=[O:52].[Cl:1][C:2]([C:3](=[O:4])[NH:5][c:6]1[cH:7][c:8]([C:13]([F:14])([F:15])[F:16])[c:9]([Cl:12])[cH:10][cH:11]1)([Cl:17])[Cl:18].[N:19]12[CH2:20][CH2:21][CH2:22][N:23]=[C:24]1[CH2:25][CH2:26][CH2:27][CH2:28][CH2:29]2.[NH2:30][c:31]1[cH:32][cH:33][c:34]([O:35][c:36]2[cH:37][c:38]([C:42](=[O:43])[NH:44][CH3:45])[n:39][cH:40][cH:41]2)[cH:46][cH:47]1>>[C:3](=[O:4])([NH:5][c:6]1[cH:7][c:8]([C:13]([F:14])([F:15])[F:16])[c:9]([Cl:12])[cH:10][cH:11]1)[NH:30][c:31]1[cH:32][cH:33][c:34]([O:35][c:36]2[cH:37][c:38]([C:42](=[O:43])[NH:44][CH3:45])[n:39][cH:40][cH:41]2)[cH:46][cH:47]1. The reactants are BrC1=C2C=CN=CC2=CC=C1 (5-bromoisoquinoline), C(C)(=O)N1C(C2=CC=CC(=C2C=C1)Br)CC(=O)OC (methyl 2-(2-acetyl-5-bromo-1,2-dihydroisoquinolin-1-yl)acetate), Cl (HCl), C(C)(C)(C)[Si](C)(C)OC(=C)OC (tert-butyl((1-methoxyvinyl)oxy)dimethylsilane). The solvent is C(Cl)Cl (DCM), C(Cl)Cl (DCM). Conditions: temperature -78 celsius, time 60 minute. Yields the product BrC1=C2CCN3C(C2=CC=C1)=CC(NCC3=O)=O (9-bromo-3,4,7,8-tetrahydro-[1,4]diazepino[7,1-a]isoquinoline-2,5-dione). Reaction SMILES: [C:1]([N:4]1[CH:13]=[CH:12][C:11]2[C:6](=[CH:7][CH:8]=[CH:9][C:10]=2[Br:14])[CH:5]1[CH2:15][C:16]([O:18]C)=O)(=[O:3])[CH3:2].BrC1C=CC=C2C=1C=C[N:25]=C2.C([Si](OC(OC)=C)(C)C)(C)(C)C.Cl>C(Cl)Cl>[Br:14][C:10]1[CH:9]=[CH:8][CH:7]=[C:6]2[C:11]=1[CH2:12][CH2:13][N:4]1[C:1](=[O:3])[CH2:2][NH:25][C:16](=[O:18])[CH:15]=[C:5]12. Procedure details: methyl 2-(2-acetyl-5-bromo-1,2-dihydroisoquinolin-1-yl)acetate. To a stirred solution of 5-bromoisoquinoline (100 g, 481 mmol) in DCM (1900 mL) acetyl chloride (35.9 mL, 505 mmol) was dropped at RT and the solution was stirred for 60 min. The solution was cooled to −78° C. (yellow suspension) and then a solution of tert-butyl((1-methoxyvinyl)oxy)dimethylsilane (95 g, 505 mmol) in DCM (500 mL) was added in one portion. The resulting yellow solution was stirred at −78° C. for 1 h and then allowed ... Procedure details: To a solution of methyl 1-(5-bromopyridin-2-yl)-1H-1,2,3-triazole-4-carboxylate (240 mg, 0.85 mmol) in a mixture of tetrahydrofuran (2.4 ml), methanol (2.4 ml) and water (2.4 ml) lithium hydroxide hydrate (107 mg, 2.54 mmol) was added. The solution was heated to 70° C. for 3 h. Most of the organic solvent was removed under reduced pressure. Water was added and the solution was extracted once with ether. Then 4 N hydrochloric acid was added to reach acidic pH. The product precipitated and the mix... As a reaction SMILES: [Br:1][C:2]1[CH:3]=[CH:4][C:5]([N:8]2[CH:12]=[C:11]([C:13]([O:15]C)=[O:14])[N:10]=[N:9]2)=[N:6][CH:7]=1.CO.O>O1CCCC1>[Br:1][C:2]1[CH:3]=[CH:4][C:5]([N:8]2[CH:12]=[C:11]([C:13]([OH:15])=[O:14])[N:10]=[N:9]2)=[N:6][CH:7]=1. Starting materials: BrC=1C=CC(=NC1)N1N=NC(=C1)C(=O)OC (methyl 1-(5-bromopyridin-2-yl)-1H-1,2,3-triazole-4-carboxylate), CO (methanol), O (water). The yield is 97.5%. The product is BrC=1C=CC(=NC1)N1N=NC(=C1)C(=O)O (1-(5-Bromopyridin-2-yl)-1H-1,2,3-triazole-4-carboxylic acid). Reaction conditions: temperature 70 celsius. The solvent is O1CCCC1 (tetrahydrofuran).